This data is from the Open Reaction Database (ORD), a public repository of structured organic reaction records. The task is: describe an organic reaction: reactants, conditions, products, and yield Starting materials: P(=O)(O)(O)[O-].[K+].P(=O)(O)([O-])[O-].[K+].[K+] (potassium dihydrogenphosphate dipotassium hydrogenphosphate), FC(C(=O)C1=CC=CC=C1)(F)F (2,2,2-trifluoroacetophenone), C1=CC(=C[N+](=C1)[C@H]2[C@@H]([C@@H]([C@H](O2)COP(=O)(O)OP(=O)(O)OC[C@@H]3[C@H]([C@H]([C@@H](O3)N4C=NC5=C4N=CN=C5N)O)O)O)O)C(=O)N (NAD+), O=C[C@H](O)[C@@H](O)[C@H](O)[C@H](O)CO (glucose), C([O-])([O-])=O.[Na+].[Na+] (sodium carbonate). The solvent is C(C)(=O)OCC (ethyl acetate), C(Cl)(Cl)Cl (chloroform). Yields the product FC([C@@H](O)C1=CC=CC=C1)(F)F ((S)-2,2,2-trifluoro-1-phenylethanol). RXN SMILES: P([O-])(O)(O)=O.[K+].P([O-])([O-])(O)=O.[K+].[K+].C1C=[N+]([C@@H]2O[C@H](COP(OP(OC[C@H]3O[C@@H](N4C5N=CN=C(N)C=5N=C4)[C@H](O)[C@@H]3O)(O)=O)(O)=O)[C@@H](O)[C@H]2O)C=C(C(N)=O)C=1.O=C[C@@H]([C@H]([C@@H]([C@@H](CO)O)O)O)O.[F:70][C:71]([F:81])([F:80])[C:72]([C:74]1[CH:79]=[CH:78][CH:77]=[CH:76][CH:75]=1)=[O:73].C(=O)([O-])[O-].[Na+].[Na+]>C(Cl)(Cl)Cl.C(OCC)(=O)C>[F:70][C:71]([F:80])([F:81])[C@H:72]([C:74]1[CH:79]=[CH:78][CH:77]=[CH:76][CH:75]=1)[OH:73] |f:0.1.2.3.4,8.9.10|. Reported procedure: To 20 ml of 50 mM potassium dihydrogenphosphate-dipotassium hydrogenphosphate buffer (pH 7.0) are added 1 g of the washed bacterial bodies prepared in Example 7, 12 mg of NAD+ and 2.5 g of glucose. After adding 240 mg of 2,2,2-trifluoroacetophenone to this mixture, the pH of this mixture is adjusted to 7.0 with a 15% aqueous sodium carbonate solution. The reaction is executed by stirring thus obtained mixture (reaction mixture) at 30° C. for 4 hours. After completion of the reaction, 25 ml of et...